From a dataset of the Open Reaction Database (ORD), a public repository of structured organic reaction records. describe an organic reaction: reactants, conditions, products, and yield The reactants are Cc1cc(COc2ccc(S(=O)(=O)Cl)cc2)c2ccccc2n1, Cl, Cl, Cl, Cl, COC(=O)C(CN)N1CCN(Cc2ccc(F)cc2)CC1. The product is COC(=O)C(CNS(=O)(=O)c1ccc(OCc2cc(C)nc3ccccc23)cc1)N1CCN(Cc2ccc(F)cc2)CC1. As a reaction SMILES: [CH3:26][c:27]1[n:28][c:29]2[cH:30][cH:31][cH:32][cH:33][c:34]2[c:35]([CH2:37][O:38][c:39]2[cH:40][cH:41][c:42]([S:45](=[O:46])(=[O:47])[Cl:48])[cH:43][cH:44]2)[cH:36]1.[ClH:1].[ClH:25].[ClH:2].[ClH:3].[NH2:4][CH2:5][CH:6]([C:7](=[O:8])[O:9][CH3:10])[N:11]1[CH2:12][CH2:13][N:14]([CH2:17][c:18]2[cH:19][cH:20][c:21]([F:24])[cH:22][cH:23]2)[CH2:15][CH2:16]1>>[NH:4]([CH2:5][CH:6]([C:7](=[O:8])[O:9][CH3:10])[N:11]1[CH2:12][CH2:13][N:14]([CH2:17][c:18]2[cH:19][cH:20][c:21]([F:24])[cH:22][cH:23]2)[CH2:15][CH2:16]1)[S:45]([c:42]1[cH:41][cH:40][c:39]([O:38][CH2:37][c:35]2[c:34]3[c:29]([n:28][c:27]([CH3:26])[cH:36]2)[cH:30][cH:31][cH:32][cH:33]3)[cH:44][cH:43]1)(=[O:46])=[O:47]. Reactants: CC(C)(C)OC(=O)NC1CSCC(Cc2cc(F)c([N+](=O)[O-])c(F)c2)C1O, C1CCOC1, COCC(O)C(F)(F)F. Product: COCC(Oc1cc(CC2CSCC(NC(=O)OC(C)(C)C)C2O)cc(F)c1[N+](=O)[O-])C(F)(F)F. As a reaction SMILES: [C:1]([CH3:2])([CH3:3])([CH3:4])[O:5][C:6]([NH:7][CH:8]1[CH2:9][S:10][CH2:11][CH:12]([CH2:15][c:16]2[cH:17][c:18]([F:26])[c:19]([N+:23](=[O:24])[O-:25])[c:20]([F:22])[cH:21]2)[CH:13]1[OH:14])=[O:27].[CH2:37]1[O:38][CH2:39][CH2:40][CH2:41]1.[F:28][C:29]([CH:30]([CH2:31][O:32][CH3:33])[OH:34])([F:35])[F:36]>>[C:1]([CH3:2])([CH3:3])([CH3:4])[O:5][C:6]([NH:7][CH:8]1[CH2:9][S:10][CH2:11][CH:12]([CH2:15][c:16]2[cH:17][c:18]([O:34][CH:30]([C:29]([F:28])([F:35])[F:36])[CH2:31][O:32][CH3:33])[c:19]([N+:23](=[O:24])[O-:25])[c:20]([F:22])[cH:21]2)[CH:13]1[OH:14])=[O:27]. Reactants: OC=1C=CC(=C(C(=O)O)C1)[N+](=O)[O-] (5-hydroxy-2-nitrobenzoic acid), OC1=C(C=C(C=C1)[N+](=O)[O-])S(=O)(=O)O (2-hydroxy-5-nitrobenzenesulfonic acid), ClC=1C(=C(C(=O)O)C=CC1)[N+](=O)[O-] (chloro-2-nitrobenzoic acid), ClC1=C(C(=O)O)C=C(C=C1)[N+](=O)[O-] (2-chloro-5-nitrobenzoic acid), [OH-].[Na+] (sodium hydroxide). Reagents/catalysts: [C].[Pd] (palladium-carbon). Product: C1=CC(=CC=C1N)OC=2C=CC(=CC2)N (4,4′-diaminodiphenyl ether). As a reaction SMILES: [OH:1][C:2]1[CH:3]=[CH:4][C:5]([N+:11]([O-])=O)=[C:6]([CH:10]=1)C(O)=O.O[C:15]1[CH:20]=[CH:19][C:18]([N+:21]([O-])=O)=[CH:17][C:16]=1S(O)(=O)=O.ClC1C([N+]([O-])=O)=C(C=CC=1)C(O)=O.ClC1C=CC([N+]([O-])=O)=CC=1C(O)=O.[OH-].[Na+]>[C].[Pd]>[CH:17]1[C:18]([NH2:21])=[CH:19][CH:20]=[C:15]([O:1][C:2]2[CH:10]=[CH:6][C:5]([NH2:11])=[CH:4][CH:3]=2)[CH:16]=1 |f:4.5,6.7|. Reported procedure: A 5-hydroxy-2-nitrobenzoic acid derivative (e.g. sodium 5-hydroxy-2-nitrobenzoate) or a 2-hydroxy-5-nitrobenzenesulfonic acid derivative (e.g. sodium 2-hydroxy-5-nitrobenzoate) is reacted with a 5 chloro-2-nitrobenzoic acid derivative or a 2-chloro-5-nitrobenzoic acid derivative in the presence of an alkali (e.g. sodium hydroxide), followed by hydrogenation using palladium-carbon, to give the corresponding 4,4′-diaminodiphenyl ether derivative. This is diazotized using sodium nitrite under acidi... Starting materials: C1(=CC=CC=C1)CCCCN (4-phenylbutylamine), C(C)(=O)O.NCC1=CC2=C(OC(OC2=O)(C)C)C=C1 (6-(aminomethyl)-2,2-dimethyl-4H-1,3-benzodioxin-4-one acetate), ClCC1=CC=C(C(=O)Cl)C=C1 (4-(chloromethyl)benzoyl chloride), C1(CCCC1)CCC(=O)Cl (3-cyclopentylpropanoyl chloride). The product is C1(CCCC1)CCC(=O)N(CC1=CC=C(C=C1)C(=O)NCCCCC1=CC=CC=C1)CC=1C=CC(=C(C(=O)O)C1)O (5-{[(3-cyclopentylpropanoyl)(4-{[(4-phenylbutyl)amino]carbonyl}benzyl)amino]methyl}-2-hydroxybenzoic acid). Reaction SMILES: [C:1]1([CH2:7][CH2:8][CH2:9][CH2:10][NH2:11])[CH:6]=[CH:5][CH:4]=[CH:3][CH:2]=1.Cl[CH2:13][C:14]1[CH:22]=[CH:21][C:17]([C:18](Cl)=[O:19])=[CH:16][CH:15]=1.[CH:23]1([CH2:28][CH2:29][C:30](Cl)=[O:31])[CH2:27][CH2:26][CH2:25][CH2:24]1.C(O)(=O)C.[NH2:37][CH2:38][C:39]1[CH:51]=[CH:50][C:42]2[O:43]C(C)(C)[O:45][C:46](=[O:47])[C:41]=2[CH:40]=1>>[CH:23]1([CH2:28][CH2:29][C:30]([N:37]([CH2:38][C:39]2[CH:51]=[CH:50][C:42]([OH:43])=[C:41]([CH:40]=2)[C:46]([OH:47])=[O:45])[CH2:13][C:14]2[CH:22]=[CH:21][C:17]([C:18]([NH:11][CH2:10][CH2:9][CH2:8][CH2:7][C:1]3[CH:6]=[CH:5][CH:4]=[CH:3][CH:2]=3)=[O:19])=[CH:16][CH:15]=2)=[O:31])[CH2:27][CH2:26][CH2:25][CH2:24]1 |f:3.4|. Procedure: The title compound was prepared following the procedure A using 4-phenylbutylamine, 4-(chloromethyl)benzoyl chloride, 3-cyclopentylpropanoyl chloride and 6-(aminomethyl)-2,2-dimethyl-4H-1,3-benzodioxin-4-one acetate. M+(ESI): 557.5